Dataset: the Open Reaction Database (ORD), a public repository of structured organic reaction records. Task: describe an organic reaction: reactants, conditions, products, and yield Starting materials: [Cl-], O=N[O-], CC(C)(C)C(N)C(=O)O, [Na+], [Na+], O, O=S(=O)(O)O. Yields the product CC(C)(C)C(O)C(=O)O. Reaction SMILES: [Cl-:15].[N:10](=[O:11])[O-:12].[NH2:1][CH:2]([C:3](=[O:4])[OH:5])[C:6]([CH3:7])([CH3:8])[CH3:9].[Na+:13].[Na+:14].[OH2:21].[S:16](=[O:17])(=[O:18])([OH:19])[OH:20]>>[CH:2]([C:3](=[O:4])[OH:5])([C:6]([CH3:7])([CH3:8])[CH3:9])[OH:11]. Reactants: O=C1CCCO1, O=C([O-])O, CC[O-], COc1ccccc1O, [K+], [Na+], O. Product: COc1ccccc1OCCCC(=O)O. RXN SMILES: [C:10]1(=[O:15])[CH2:11][CH2:12][CH2:13][O:14]1.[C:20](=[O:21])([OH:22])[O-:23].[CH3:16][CH2:17][O-:18].[CH3:1][O:2][c:3]1[cH:4][cH:5][cH:6][cH:7][c:8]1[OH:9].[K+:19].[Na+:24].[OH2:25]>>[CH3:1][O:2][c:3]1[cH:4][cH:5][cH:6][cH:7][c:8]1[O:9][CH2:13][CH2:12][CH2:11][C:10](=[O:14])[OH:15]. The reactants are CCN(C)C(=O)c1ccc(-c2ccc(C(c3cccc(F)c3)C(C)C(=O)O)s2)cc1, ClCCCl, Cc1nnc(N)s1, CC#N, CCN(C(C)C)C(C)C, On1nnc2ccccc21. Product: CCN(C)C(=O)c1ccc(-c2ccc(C(c3cccc(F)c3)C(C)C(=O)Nc3nnc(C)s3)s2)cc1. Reaction SMILES: [CH2:1]([CH3:2])[N:3]([C:4](=[O:5])[c:6]1[cH:7][cH:8][c:9](-[c:12]2[cH:13][cH:14][c:15]([CH:17]([CH:18]([C:19](=[O:20])[OH:21])[CH3:22])[c:23]3[cH:24][c:25]([F:29])[cH:26][cH:27][cH:28]3)[s:16]2)[cH:10][cH:11]1)[CH3:30].[CH2:41]([Cl:42])[CH2:43][Cl:44].[CH3:45][c:46]1[n:47][n:48][c:49]([NH2:51])[s:50]1.[CH3:61][C:62]#[N:63].[CH:52]([N:53]([CH2:54][CH3:55])[CH:56]([CH3:57])[CH3:58])([CH3:59])[CH3:60].[OH:31][n:32]1[c:33]2[c:34]([cH:35][cH:36][cH:37][cH:38]2)[n:39][n:40]1>>[CH2:1]([CH3:2])[N:3]([C:4](=[O:5])[c:6]1[cH:7][cH:8][c:9](-[c:12]2[cH:13][cH:14][c:15]([CH:17]([CH:18]([C:19](=[O:21])[NH:51][c:49]3[n:48][n:47][c:46]([CH3:45])[s:50]3)[CH3:22])[c:23]3[cH:24][c:25]([F:29])[cH:26][cH:27][cH:28]3)[s:16]2)[cH:10][cH:11]1)[CH3:30]. The reactants are [Cl-].[NH4+] (ammonium chloride), FC1=C(C=C(C=C1)[N+](=O)[O-])[C@@]12N=C(SC[C@@H]1CC[C@@H](C2)OC)NC(OC(C)(C)C)=O (tert-butyl(±)-[(4aR*,7S*,8aS*)-8a-(2-fluoro-5-nitrophenyl)-7-methoxy-4a,5,6,7,8,8a-hexahydro-4H-benzo[d][1,3]thiazin-2-yl]carbamate). Reagents/catalysts: [Fe] (iron). Solvent: C(C)O (Ethanol). Yields the product NC=1C=CC(=C(C1)[C@@]12N=C(SC[C@@H]1CC[C@@H](C2)OC)NC(OC(C)(C)C)=O)F (tert-butyl(±)-[(4aR*,7S*,8aS*)-8a-(5-amino-2-fluorophenyl)-7-methoxy-4a,5,6,7,8,8a-hexahydro-4H-benzo[d][1,3]thiazin-2-yl]carbamate). As a reaction SMILES: [Cl-].[NH4+].[F:3][C:4]1[CH:9]=[CH:8][C:7]([N+:10]([O-])=O)=[CH:6][C:5]=1[C@:13]12[CH2:22][C@@H:21]([O:23][CH3:24])[CH2:20][CH2:19][C@H:18]1[CH2:17][S:16][C:15]([NH:25][C:26](=[O:32])[O:27][C:28]([CH3:31])([CH3:30])[CH3:29])=[N:14]2>[Fe].C(O)C>[NH2:10][C:7]1[CH:8]=[CH:9][C:4]([F:3])=[C:5]([C@:13]23[CH2:22][C@@H:21]([O:23][CH3:24])[CH2:20][CH2:19][C@H:18]2[CH2:17][S:16][C:15]([NH:25][C:26](=[O:32])[O:27][C:28]([CH3:29])([CH3:30])[CH3:31])=[N:14]3)[CH:6]=1 |f:0.1|. Procedure details: Ethanol (5 mL), a saturated ammonium chloride solution (0.5 mL) and iron powder (175 mg) were added to tert-butyl(±)-[(4aR*,7S*,8aS*)-8a-(2-fluoro-5-nitrophenyl)-7-methoxy-4a,5,6,7,8,8a-hexahydro-4H-benzo[d][1,3]thiazin-2-yl]carbamate obtained in Preparation Example 57-(9) (138 mg), and the mixture was stirred with heating under reflux for 30 minutes. The reaction solution was cooled to room temperature, and then the solid was removed by filtration through celite. The filtrate was concentrated u... Reactants: CCCCCOCc1ccc(-c2ccc(C(=O)Cl)cc2)cc1, Cc1ccccc1, N#Cc1c(F)cc(O)cc1F, O, c1ccncc1. Product: CCCCCOCc1ccc(-c2ccc(C(=O)Oc3cc(F)c(C#N)c(F)c3)cc2)cc1. As a reaction SMILES: [CH2:25]([CH2:26][CH2:27][CH2:28][CH3:29])[O:30][CH2:31][c:32]1[cH:33][cH:34][c:35](-[c:38]2[cH:39][cH:40][c:41]([C:44](=[O:45])[Cl:46])[cH:42][cH:43]2)[cH:36][cH:37]1.[CH3:18][c:19]1[cH:20][cH:21][cH:22][cH:23][cH:24]1.[F:1][c:2]1[c:3]([C:4]#[N:5])[c:6]([F:11])[cH:7][c:8]([OH:10])[cH:9]1.[OH2:47].[cH:12]1[cH:13][cH:14][n:15][cH:16][cH:17]1>>[F:1][c:2]1[c:3]([C:4]#[N:5])[c:6]([F:11])[cH:7][c:8]([O:10][C:44]([c:41]2[cH:40][cH:39][c:38](-[c:35]3[cH:34][cH:33][c:32]([CH2:31][O:30][CH2:25][CH2:26][CH2:27][CH2:28][CH3:29])[cH:37][cH:36]3)[cH:43][cH:42]2)=[O:45])[cH:9]1. Starting materials: CC(=O)O, CCc1ccc(NC(=O)C(C)(C)C)nc1, O, OO. Product: CCc1ccc(NC(=O)C(C)(C)C)[n+]([O-])c1. Reaction SMILES: [C:19]([OH:20])(=[O:21])[CH3:22].[CH2:3]([CH3:4])[c:5]1[cH:6][cH:7][c:8]([NH:11][C:12]([C:13]([CH3:14])([CH3:15])[CH3:16])=[O:17])[n:9][cH:10]1.[OH2:18].[OH:1][OH:2]>>[O-:1][n+:9]1[c:8]([NH:11][C:12]([C:13]([CH3:14])([CH3:15])[CH3:16])=[O:17])[cH:7][cH:6][c:5]([CH2:3][CH3:4])[cH:10]1. Reactants: BrC1=CC=C(C=C1)OC (p-bromoanisole), [Mg] (magnesium), lithium cupric chloride, C(CCCCCCCCCCCCC)Br (tetradecyl bromide). Run in O1CCCC1 (tetrahydrofuran), O1CCCC1 (tetrahydrofuran). Conditions: time 16 hour. Yields the product COC1=CC=C(C=C1)CCCCCCCCCCCCCC (4-Methoxy-1-tetradecyl-benzene). The yield is 99.4%. RXN SMILES: [Mg].Br[C:3]1[CH:8]=[CH:7][C:6]([O:9][CH3:10])=[CH:5][CH:4]=1.[CH2:11](Br)[CH2:12][CH2:13][CH2:14][CH2:15][CH2:16][CH2:17][CH2:18][CH2:19][CH2:20][CH2:21][CH2:22][CH2:23][CH3:24]>O1CCCC1>[CH3:10][O:9][C:6]1[CH:7]=[CH:8][C:3]([CH2:24][CH2:23][CH2:22][CH2:21][CH2:20][CH2:19][CH2:18][CH2:17][CH2:16][CH2:15][CH2:14][CH2:13][CH2:12][CH3:11])=[CH:4][CH:5]=1. Procedure details: An about 3.70 g portion of magnesium was placed in a 100 ml, two-necked round bottom flask. The flask was flamed several times and about 28.5 g of p-bromoanisole and tetrahydrofuran were added. As soon as the reaction stopped it was refluxed for about 2 hours and then added to a boiling solution of about 21.07 g of tetradecyl bromide in tetrahydrofuran. Then about 9 ml of lithium cupric chloride was added and the mixture was refluxed for about 2 hours, then stirred at room temperature for about ...